describe an organic reaction: reactants, conditions, products, and yield From a dataset of the Open Reaction Database (ORD), a public repository of structured organic reaction records. Starting materials: NC=1C=C2COC(C2=CC1)(C1=CC=C(C=C1)F)CCCN(C)C (5-Amino-1-(3-dimethylaminopropyl)-1-(4-fluorophenyl)-1,3-dihydroisobenzofuran), C(#N)[Cu] (CuCN), [C-]#N.[Na+] (NaCN), C(=O)([O-])[O-].[Na+].[Na+] (Na2CO3), N(=O)[O-].[Na+] (NaNO2). Solvent: OS(=O)(=O)O (H2SO4), O (water), C1(=CC=CC=C1)C (toluene), O (water), O (water). Conditions: temperature 2.5 celsius, time 0.5 hour. The product is CN(CCCC1(OCC2=CC(=CC=C12)C#N)C1=CC=C(C=C1)F)C (1-(3-Dimethylaminopropyl)-1-(4-fluorophenyl)-1,3-dihydroisobenzofuran-5-carbonitrile). The yield is 30.8%. Reaction SMILES: N[C:2]1[CH:3]=[C:4]2[C:8](=[CH:9][CH:10]=1)[C:7]([CH2:18][CH2:19][CH2:20][N:21]([CH3:23])[CH3:22])([C:11]1[CH:16]=[CH:15][C:14]([F:17])=[CH:13][CH:12]=1)[O:6][CH2:5]2.N([O-])=O.[Na+].C([O-])([O-])=O.[Na+].[Na+].[C:34]([Cu])#[N:35].[C-]#N.[Na+]>O.OS(O)(=O)=O.C1(C)C=CC=CC=1>[CH3:22][N:21]([CH3:23])[CH2:20][CH2:19][CH2:18][C:7]1([C:11]2[CH:16]=[CH:15][C:14]([F:17])=[CH:13][CH:12]=2)[C:8]2[C:4](=[CH:3][C:2]([C:34]#[N:35])=[CH:10][CH:9]=2)[CH2:5][O:6]1 |f:1.2,3.4.5,7.8|. Reported procedure: 5-Amino-1-(3-dimethylaminopropyl)-1-(4-fluorophenyl)-1,3-dihydroisobenzofuran (18 g, 0.06 mole) is dissolved in water (100 ml) and H2SO4(8 ml). NaNO2(4.1 g, 0.06 mole) is dissolved in water (20 ml) and added dropwise below 5° C. The diazotised solution is stirred for 0.5 hour at 0-5° C. pH is brought to 6.5 by adding a saturated solution of Na2CO3. This solution is added to a mixture of water (100 ml) and toluene (120 ml) containing CuCN(6 g, 0.067 mole) and NaCN (10 g, 0.2 mole) at 50-60C°. Sti... Reactants: CC1CN(CCC1)C=1OC(=C(N1)C(F)(F)F)C(=O)NC=1C=CC(=NC1)N1CC(N(CC1)CC=1C=C(C(=O)OC)C=CC1)=O (methyl 3-((4-(5-(2-(3-methylpiperidin-1-yl)-4-(trifluoromethyl)oxazole-5-carboxamido)pyridin-2-yl)-2-oxopiperazin-1-yl)methyl)benzoate), N1(CCNCCC1)C1=CC=C(C=N1)NC(=O)C1=C(N=C(O1)N1CC(CCC1)C)C(F)(F)F (N-(6-(homopiperazin-1-yl)pyridin-3-yl)-2-(3-methylpiperidin-1-yl)-4-(trifluoromethyl)-oxazole-5-carboxamide), FC1=C(C=CC=C1)N=C=O (2-fluorophenylisocyanate). Yields the product CC1CN(CCC1)C=1OC(=C(N1)C(F)(F)F)C(=O)NC=1C=CC(=NC1)N1CCN(CCC1)C(=O)NC1=C(C=CC=C1)F (4-[5-[[2-(3-methylpiperidin-1-yl)-4-(trifluoromethyl)-5-oxazolyl]carbonylamino]-2-pyridinyl]-N-(2-fluorophenyl)-1-homopiperazinecarboxamide). Reaction SMILES: CC1CCCN(C2OC(C(NC3C=CC(N4CCN(CC5C=C(C=CC=5)C(OC)=O)C(=O)C4)=NC=3)=O)=C(C(F)(F)F)N=2)C1.[N:44]1([C:51]2[N:56]=[CH:55][C:54]([NH:57][C:58]([C:60]3[O:64][C:63]([N:65]4[CH2:70][CH2:69][CH2:68][CH:67]([CH3:71])[CH2:66]4)=[N:62][C:61]=3[C:72]([F:75])([F:74])[F:73])=[O:59])=[CH:53][CH:52]=2)[CH2:50][CH2:49][CH2:48][NH:47][CH2:46][CH2:45]1.[F:76][C:77]1[CH:82]=[CH:81][CH:80]=[CH:79][C:78]=1[N:83]=[C:84]=[O:85]>>[CH3:71][CH:67]1[CH2:68][CH2:69][CH2:70][N:65]([C:63]2[O:64][C:60]([C:58]([NH:57][C:54]3[CH:53]=[CH:52][C:51]([N:44]4[CH2:50][CH2:49][CH2:48][N:47]([C:84]([NH:83][C:78]5[CH:79]=[CH:80][CH:81]=[CH:82][C:77]=5[F:76])=[O:85])[CH2:46][CH2:45]4)=[N:56][CH:55]=3)=[O:59])=[C:61]([C:72]([F:74])([F:75])[F:73])[N:62]=2)[CH2:66]1. Reported procedure: Compound 40 was prepared by the general procedure for compound 8, by using compound 39 and 2-fluorophenylisocyanate as starting materials. 1H NMR (500 MHz, CDCl3) δ 8.15 (d, 1H, J=2.5 Hz), 8.10 (t, 1H, J=8 Hz), 7.90 (dd, 1H, J=2.5, 9 Hz), 7.50 (s, 1H), 7.10 (m, 2H), 7.00 (m, 1H), 6.60 (d, 1H, J=4 Hz), 6.55 (d, 1H, J=9 Hz), 4.10 (m, 2H), 3.90 (m, 2H), 3.75 (m, 4H), 3.45 (t, 2H, J=6.5 Hz), 3.05 (t, 1H, J=12 Hz), 2.75 (t, 1H, J=13 Hz), 2.10 (t, 2H, J=6 Hz), 1.90 (d, 1H, J=13 Hz), 1.80 (m, 2H), 1.65...